This data is from the Open Reaction Database (ORD), a public repository of structured organic reaction records. The task is: describe an organic reaction: reactants, conditions, products, and yield Starting materials: [N+](=O)(O)[O-].[N+](=O)([O-])OCCCN (N-(3-nitrooxypropyl)-amine nitrate), O=C1SCC(N1)C(=O)O (2-oxothiazolidine-4-carboxylic acid). The product is [N+](=O)([O-])OCCCNC(=O)C1NC(SC1)=O (N-(3-Nitrooxypropyl)-2-oxothiazolidine-4-carboxamide). The yield is 35.4%. Reaction SMILES: [N+]([O-])(O)=O.[N+:5]([O:8][CH2:9][CH2:10][CH2:11][NH2:12])([O-:7])=[O:6].[O:13]=[C:14]1[NH:18][CH:17]([C:19](O)=[O:20])[CH2:16][S:15]1>>[N+:5]([O:8][CH2:9][CH2:10][CH2:11][NH:12][C:19]([CH:17]1[CH2:16][S:15][C:14](=[O:13])[NH:18]1)=[O:20])([O-:7])=[O:6] |f:0.1|. Procedure: A procedure similar to that described in Example 1 was repeated, but using 1.25 g of N-(3-nitrooxypropyl)-amine nitrate and 1.0 g of 2-oxothiazolidine-4-carboxylic acid, to obtain 0.60 g of the title compound as pale yellow crystals, melting at 83°-85° C. The reactants are aqueous solution, CN (methylamine), NC=1C(=CC(=C(C1)N1C=C(C(C2=CC=C(C(=C12)F)F)=O)C(=O)O)F)F (1-(5-amino-2,4-difluorophenyl)-7,8-difluoro-4-oxo-1,4-dihydroquinoline-3-carboxylic acid). Run in N1=CC=CC=C1 (pyridine). Run at time 2 hour. Yields the product NC=1C(=CC(=C(C1)N1C=C(C(C2=CC=C(C(=C12)F)NC)=O)C(=O)O)F)F (1-(5-Amino-2,4-difluorophenyl)-8-fluoro-7-methylamino-4-oxo-1,4-dihydroquinoline-3-carboxylic Acid). As a reaction SMILES: [CH3:1][NH2:2].[NH2:3][C:4]1[C:5]([F:27])=[CH:6][C:7]([F:26])=[C:8]([N:10]2[C:19]3[C:14](=[CH:15][CH:16]=[C:17](F)[C:18]=3[F:20])[C:13](=[O:22])[C:12]([C:23]([OH:25])=[O:24])=[CH:11]2)[CH:9]=1>N1C=CC=CC=1>[NH2:3][C:4]1[C:5]([F:27])=[CH:6][C:7]([F:26])=[C:8]([N:10]2[C:19]3[C:14](=[CH:15][CH:16]=[C:17]([NH:2][CH3:1])[C:18]=3[F:20])[C:13](=[O:22])[C:12]([C:23]([OH:25])=[O:24])=[CH:11]2)[CH:9]=1. Reported procedure: A 40% aqueous solution (100 mg) of methylamine and 1-(5-amino-2,4-difluorophenyl)-7,8-difluoro-4-oxo-1,4-dihydroquinoline-3-carboxylic acid (100 mg) were added to pyridine (2 ml), and the mixture was stirred at room temperature for 2 hours. The solvent was distilled off under reduced pressure, ethanol (2 ml) was added to the residue, and solids were collected by filtration to obtain the title compound (40 mg) as an orange powder. The reactants are ClC1=NC=CC(=N1)N1[C@H](COCC1)C ((S)-4-(2-chloropyrimidin-4-yl)-3-methylmorpholine), FC(CNC(=O)NC1=CC=C(C=C1)B1OC(C(O1)(C)C)(C)C)F (1-(2,2-difluoroethyl)-3-(4-(4,4,5,5-tetramethyl-1,3,2-dioxaborolan-2-yl)phenyl)urea), ClC1=NC=CC(=N1)N1[C@H](COCC1)C ((S)-4-(2-chloropyrimidin-4-yl)-3-methylmorpholine), FC(CNC(=O)NC1=CC=C(C=C1)B1OC(C(O1)(C)C)(C)C)F (1-(2,2-difluoroethyl)-3-(4-(4,4,5,5-tetramethyl-1,3,2-dioxaborolan-2-yl)phenyl)urea). Yields the product FC(CNC(=O)NC1=CC=C(C=C1)C1=NC=CC(=N1)N1[C@H](COCC1)C)F ((S)-1-(2,2-difluoroethyl)-3-(4-(4-(3-methylmorpholino)pyrimidin-2-yl)phenyl)urea). As a reaction SMILES: Cl[C:2]1[N:7]=[C:6]([N:8]2[CH2:13][CH2:12][O:11][CH2:10][C@@H:9]2[CH3:14])[CH:5]=[CH:4][N:3]=1.[F:15][CH:16]([F:37])[CH2:17][NH:18][C:19]([NH:21][C:22]1[CH:27]=[CH:26][C:25](B2OC(C)(C)C(C)(C)O2)=[CH:24][CH:23]=1)=[O:20]>>[F:15][CH:16]([F:37])[CH2:17][NH:18][C:19]([NH:21][C:22]1[CH:27]=[CH:26][C:25]([C:2]2[N:7]=[C:6]([N:8]3[CH2:13][CH2:12][O:11][CH2:10][C@@H:9]3[CH3:14])[CH:5]=[CH:4][N:3]=2)=[CH:24][CH:23]=1)=[O:20]. Procedure: Method as described for example 49 using (S)-4-(2-chloropyrimidin-4-yl)-3-methylmorpholine (intermediate 3) and 1-(2,2-difluoroethyl)-3-(4-(4,4,5,5-tetramethyl-1,3,2-dioxaborolan-2-yl)phenyl)urea (intermediate 20). Purified by prep HPLC at high pH to afford the title compound. (68 mg, 38%). Reactants: COC(=O)C=Cc1cccc(S(=O)(=O)N(C)c2ccccc2)c1, CO, [Na+], [OH-]. The product is CN(c1ccccc1)S(=O)(=O)c1cccc(C=CC(=O)O)c1. RXN SMILES: [CH3:1][O:2][C:3]([CH:4]=[CH:5][c:6]1[cH:7][c:8]([S:12]([N:13]([c:14]2[cH:15][cH:16][cH:17][cH:18][cH:19]2)[CH3:20])(=[O:21])=[O:22])[cH:9][cH:10][cH:11]1)=[O:23].[CH3:26][OH:27].[Na+:25].[OH-:24]>>[O:2]=[C:3]([CH:4]=[CH:5][c:6]1[cH:7][c:8]([S:12]([N:13]([c:14]2[cH:15][cH:16][cH:17][cH:18][cH:19]2)[CH3:20])(=[O:21])=[O:22])[cH:9][cH:10][cH:11]1)[OH:23].